The task is: describe an organic reaction: reactants, conditions, products, and yield. This data is from the Open Reaction Database (ORD), a public repository of structured organic reaction records. Starting materials: C1(=CC=CC=C1)N1NC(=CC1=O)C1=CC=CC=C1 (2-phenyl-5-phenyl-(3H)-pyrazol-3-one), C(C)C(C(=O)Cl)CCCC (2-ethylhexanoyl chloride), C(CCCCCCCCCCC)(=O)Cl (lauroyl chloride). The product is C1(=CC=CC=C1)N1NC(=C(C1=O)C(CCCCCCCCCCC)=O)C1=CC=CC=C1 (2-phenyl-4-lauroyl-5-phenyl-(3H)-pyrazol-3-one). Reaction SMILES: [C:1]1([N:7]2[C:11](=[O:12])[CH:10]=[C:9]([C:13]3[CH:18]=[CH:17][CH:16]=[CH:15][CH:14]=3)[NH:8]2)[CH:6]=[CH:5][CH:4]=[CH:3][CH:2]=1.C(C(CCCC)C(Cl)=O)C.[C:29](Cl)(=[O:41])[CH2:30][CH2:31][CH2:32][CH2:33][CH2:34][CH2:35][CH2:36][CH2:37][CH2:38][CH2:39][CH3:40]>>[C:1]1([N:7]2[C:11](=[O:12])[C:10]([C:29](=[O:41])[CH2:30][CH2:31][CH2:32][CH2:33][CH2:34][CH2:35][CH2:36][CH2:37][CH2:38][CH2:39][CH3:40])=[C:9]([C:13]3[CH:18]=[CH:17][CH:16]=[CH:15][CH:14]=3)[NH:8]2)[CH:2]=[CH:3][CH:4]=[CH:5][CH:6]=1. Procedure details: Followng the procedure of example 18 with the same proportions but replacing 2-phenyl-5-methyl-(3H)-pyrazol-3-one by 2-phenyl-5-phenyl-(3H)-pyrazol-3-one (MW=136.3 g; mp=136° C.) and 2-ethylhexanoyl chloride by lauroyl chloride a solid product is obtained which after recrystallisation in hexane has a melting point of 69° C. The reactants are FC(C1=CC=C(C=C1)NNC(=O)OC(C)(C)C)(F)F (tert-butyl 2-(4-(trifluoromethyl)phenyl)hydrazinecarboxylate), ClC1=C(C(=O)N=C=O)C=C(C=C1)CNC(C(F)(F)F)=O (2-chloro-5-((2,2,2-trifluoroacetamido)methyl)benzoyl isocyanate). Solvent: C(Cl)Cl (DCM), C(=O)(C(F)(F)F)O (TFA), C(Cl)Cl (DCM). Run at time 2 hour. Product: ClC1=C(C=C(CNC(C(F)(F)F)=O)C=C1)C1=NN(C(N1)=O)C1=CC=C(C=C1)C(F)(F)F (N-(4-chloro-3-(5-oxo-1-(4-(trifluoromethyl)phenyl)-4,5-dihydro-1H-1,2,4-triazol-3-yl)benzyl)-2,2,2-trifluoroacetamide). Isolated yield 41.5%. As a reaction SMILES: [F:1][C:2]([F:19])([F:18])[C:3]1[CH:8]=[CH:7][C:6]([NH:9][NH:10]C(OC(C)(C)C)=O)=[CH:5][CH:4]=1.[Cl:20][C:21]1[CH:31]=[CH:30][C:29]([CH2:32][NH:33][C:34](=[O:39])[C:35]([F:38])([F:37])[F:36])=[CH:28][C:22]=1[C:23]([N:25]=[C:26]=[O:27])=O>C(Cl)Cl.C(O)(C(F)(F)F)=O>[Cl:20][C:21]1[CH:31]=[CH:30][C:29]([CH2:32][NH:33][C:34](=[O:39])[C:35]([F:38])([F:37])[F:36])=[CH:28][C:22]=1[C:23]1[NH:25][C:26](=[O:27])[N:9]([C:6]2[CH:7]=[CH:8][C:3]([C:2]([F:1])([F:19])[F:18])=[CH:4][CH:5]=2)[N:10]=1. Reported procedure: To a solution of tert-butyl 2-(4-(trifluoromethyl)phenyl)hydrazinecarboxylate (Intermediate-53, 1.00 g, 3.63 mmol) in DCM (20 mL), 2-chloro-5-((2,2,2-trifluoroacetamido)methyl)benzoyl isocyanate (step-3 of Intermediate-26, 1.30 g, 4.03 mmol) was added and the reaction mass was stirred at RT for 2 h. After completion of reaction, excess of solvent was removed under reduced pressure to obtain 0.700 g of the crude product. To a solution of obtained crude product in DCM (5.0 mL), TFA (5.0 mL) was ad... Product: OC(CNC(C1=CC=C(C=C1)S(NC1=CC(=C(C=C1)F)C(F)(F)F)(=O)=O)=O)C1OC(OC1)(C)C (4-[N-(4-Fluoro-3-trifluoromethylphenyl)sulfamoyl]-benzoic acid-[2-hydroxy-2-(2,2-dimethyl-1,3-dioxolan-4-yl)-ethylamide]). RXN SMILES: [F:1][C:2]1[CH:7]=[CH:6][C:5]([NH:8][S:9]([C:12]2[CH:20]=[CH:19][C:15]([C:16](O)=[O:17])=[CH:14][CH:13]=2)(=[O:11])=[O:10])=[CH:4][C:3]=1[C:21]([F:24])([F:23])[F:22].O=S(Cl)Cl.[OH:29][CH:30]([CH:33]1[CH2:37][O:36][C:35]([CH3:39])([CH3:38])[O:34]1)[CH2:31][NH2:32]>C(OCC)(=O)C>[OH:29][CH:30]([CH:33]1[CH2:37][O:36][C:35]([CH3:39])([CH3:38])[O:34]1)[CH2:31][NH:32][C:16](=[O:17])[C:15]1[CH:14]=[CH:13][C:12]([S:9](=[O:11])(=[O:10])[NH:8][C:5]2[CH:6]=[CH:7][C:2]([F:1])=[C:3]([C:21]([F:22])([F:23])[F:24])[CH:4]=2)=[CH:20][CH:19]=1. Reactants: FC1=C(C=C(C=C1)NS(=O)(=O)C1=CC=C(C(=O)O)C=C1)C(F)(F)F (4-[N-(4-fluoro-3-trifluoromethylphenyl)sulfamoyl)benzoic acid), OC(CN)C1OC(OC1)(C)C (2-hydroxy-2-(2,2-dimethyl-1,3-dioxolan-4-yl)-ethylamine), O=S(Cl)Cl (SOCl2), acid chloride. Reported procedure: Analogously to Example 11(a), 3.63 g (10 mmol) of 4-[N-(4-fluoro-3-trifluoromethylphenyl)sulfamoyl)benzoic acid in ethyl acetate with SOCl2 is converted into the acid chloride and the latter is reacted with 1.93 g (12 mmol) of 2-hydroxy-2-(2,2-dimethyl-1,3-dioxolan-4-yl)-ethylamine and the crude product is purified by chromatography. 4.2 g=82.9% of the theoretical yield of the compound is obtained as an amorphous solid. The solvent is C(C)(=O)OCC (ethyl acetate). Reactants: NCC(O)C (2-amino-1-methylethanol), ClC1=C(C=O)C=CC=C1 (2-chlorobenzaldehyde), NCCCO (3-aminopropanol), C(C1=CC=CC=C1)=O (benzaldehyde). The product is C(C1=CC=CC=C1)NCCCO (3-Benzylaminopropanol), NCC1OCCCN(C1)CC1=CC=CC=C1 (2-aminomethyl-4-benzyl-hexahydro-1,4-oxazepine). Reaction SMILES: [NH2:1][CH2:2][CH2:3][CH2:4][OH:5].[CH:6](=O)[C:7]1[CH:12]=[CH:11][CH:10]=[CH:9][CH:8]=1.[NH2:14][CH2:15][CH:16]([CH3:18])[OH:17].Cl[C:20]1[CH:27]=[CH:26][CH:25]=[CH:24][C:21]=1[CH:22]=O>>[CH2:6]([NH:1][CH2:2][CH2:3][CH2:4][OH:5])[C:7]1[CH:12]=[CH:11][CH:10]=[CH:9][CH:8]=1.[NH2:14][CH2:15][CH:16]1[CH2:18][N:1]([CH2:22][C:21]2[CH:24]=[CH:25][CH:26]=[CH:27][CH:20]=2)[CH2:2][CH2:3][CH2:4][O:17]1. Procedure details: 3-Benzylaminopropanol is prepared in substantially the same manner as in Reference Example 72, using 3-aminopropanol and benzaldehyde, respectively, in place of 2-amino-1-methylethanol and 2-chlorobenzaldehyde in Reference Example 72. This product is converted to the oily title compound in substantially the same manner as in Reference Examples 73 to 76. The reactants are ClC1=C(C=CC=C1)OC (2-chloroanisole), BrC1=C(C=CC=C1)OC (2-bromoanisole), IC1=C(C=CC=C1)OC (2-iodoanisole), Grignard reagent, [Mg] (magnesium), N1C(=O)NC(=O)C(=O)C1=O (alloxan). Solvent: C(C)(C)OC(C)C (diisopropyl ether). Yields the product ON1C(NC(C(C1=O)C1=C(C=CC=C1)OC)=O)=O (hydroxy-5-(2-methoxyphenyl)-2,4,6(1H,3H,5H)pyrimidintrione). Reaction SMILES: Cl[C:2]1[CH:7]=[CH:6][CH:5]=[CH:4][C:3]=1[O:8][CH3:9].BrC1C=CC=CC=1[O:17]C.IC1C=CC=CC=1OC.[Mg].[NH:29]1[C:37](=[O:38])[C:35](=O)[C:33](=[O:34])[NH:32][C:30]1=[O:31]>C(OC(C)C)(C)C>[OH:17][N:29]1[C:37](=[O:38])[CH:35]([C:2]2[CH:7]=[CH:6][CH:5]=[CH:4][C:3]=2[O:8][CH3:9])[C:33](=[O:34])[NH:32][C:30]1=[O:31]. Reported procedure: Alternatively, 2-chloroanisole, 2-bromoanisole or 2-iodoanisole is converted to the corresponding Grignard reagent by reaction with magnesium turnings in diisopropyl ether. The reagent is chilled and reacted with anhydrous alloxan according to Example 5 to yield 5-(hydroxy-5-(2-methoxyphenyl)-2,4,6(1H,3H,5H)pyrimidintrione.